Dataset: the Open Reaction Database (ORD), a public repository of structured organic reaction records. Task: describe an organic reaction: reactants, conditions, products, and yield Starting materials: C1CCOC1, CCOC(C)=O, CCO, CC(c1cncc(-c2c(C#N)c3ccc(Cl)cc3n2C)c1)N1C(=O)c2ccccc2C1=O, Cl, NN, O=C1NC(=O)c2ccccc21, O, c1ccc(P(c2ccccc2)c2ccccc2)cc1. Yields the product CC(N)c1cncc(-c2c(C#N)c3ccc(Cl)cc3n2C)c1. Reaction SMILES: [CH2:67]1[O:68][CH2:69][CH2:70][CH2:71]1.[CH3:72][CH2:73][O:74][C:75](=[O:76])[CH3:77].[CH3:78][CH2:79][OH:80].[Cl:31][c:32]1[cH:33][cH:34][c:35]2[c:36]([C:61]#[N:62])[c:37](-[c:42]3[cH:43][n:44][cH:45][c:46]([CH:48]([CH3:49])[N:50]4[C:51](=[O:52])[c:53]5[c:54]([cH:55][cH:56][cH:57][cH:58]5)[C:59]4=[O:60])[cH:47]3)[n:38]([CH3:41])[c:39]2[cH:40]1.[ClH:66].[NH2:64][NH2:65].[O:1]=[C:2]1[c:3]2[c:4]([cH:5][cH:6][cH:7][cH:8]2)[C:9](=[O:10])[NH:11]1.[OH2:63].[c:12]1([P:13]([c:14]2[cH:15][cH:16][cH:17][cH:18][cH:19]2)[c:20]2[cH:21][cH:22][cH:23][cH:24][cH:25]2)[cH:26][cH:27][cH:28][cH:29][cH:30]1>>[Cl:31][c:32]1[cH:33][cH:34][c:35]2[c:36]([C:61]#[N:62])[c:37](-[c:42]3[cH:43][n:44][cH:45][c:46]([CH:48]([CH3:49])[NH2:50])[cH:47]3)[n:38]([CH3:41])[c:39]2[cH:40]1. Reaction SMILES: [C:25](=[O:26])([O-:27])[O-:28].[CH3:40][N:41]1[CH2:42][CH2:43][CH2:44][C:45]1=[O:46].[Cl:1][c:2]1[cH:3][cH:4][c:5]2[n:6]([n:7]1)[cH:8][cH:9][c:10](=[O:24])[c:11]2-[c:12]1[cH:13][c:14]([C:15](=[O:16])[O:17][CH3:18])[cH:19][cH:20][c:21]1[O:22][CH3:23].[Cs+:29].[Cs+:30].[F:31][c:32]1[c:33]([OH:39])[cH:34][cH:35][c:36]([F:38])[cH:37]1>>[c:2]1([O:39][c:33]2[c:32]([F:31])[cH:37][c:36]([F:38])[cH:35][cH:34]2)[cH:3][cH:4][c:5]2[n:6]([n:7]1)[cH:8][cH:9][c:10](=[O:24])[c:11]2-[c:12]1[cH:13][c:14]([C:15](=[O:16])[O:17][CH3:18])[cH:19][cH:20][c:21]1[O:22][CH3:23]. The reactants are O=C([O-])[O-], CN1CCCC1=O, COC(=O)c1ccc(OC)c(-c2c(=O)ccn3nc(Cl)ccc23)c1, [Cs+], [Cs+], Oc1ccc(F)cc1F. Product: COC(=O)c1ccc(OC)c(-c2c(=O)ccn3nc(Oc4ccc(F)cc4F)ccc23)c1.